This data is from the Open Reaction Database (ORD), a public repository of structured organic reaction records. The task is: describe an organic reaction: reactants, conditions, products, and yield Starting materials: CCSC(SCC)C1CCCN1C(=O)c1cc(OC)c(OCCCCOc2cc3c(cc2OC)C(=O)N2CC(OC(C)=O)CC2C(=O)N3)cc1[N+](=O)[O-], CC#N, Cl[Hg]Cl, O. Yields the product COc1cc2c(cc1OCCCCOc1cc3c(cc1OC)C(=O)N1CC(OC(C)=O)CC1C(=O)N3)N=CC1CCCN1C2=O. Reaction SMILES: [C:1]([CH3:2])(=[O:3])[O:4][CH:5]1[CH2:6][CH:7]2[C:8](=[O:53])[NH:9][c:10]3[c:11]([cH:16][c:17]([O:51][CH3:52])[c:18]([O:20][CH2:21][CH2:22][CH2:23][CH2:24][O:25][c:26]4[c:27]([O:49][CH3:50])[cH:28][c:29]([C:35](=[O:36])[N:37]5[CH:38]([CH:42]([S:43][CH2:44][CH3:45])[S:46][CH2:47][CH3:48])[CH2:39][CH2:40][CH2:41]5)[c:30]([N+:32]([O-:33])=[O:34])[cH:31]4)[cH:19]3)[C:12](=[O:15])[N:13]2[CH2:14]1.[CH3:54][C:55]#[N:56].[Hg:58]([Cl:59])[Cl:60].[OH2:57]>>[C:1]([CH3:2])(=[O:3])[O:4][CH:5]1[CH2:6][CH:7]2[C:8](=[O:53])[NH:9][c:10]3[c:11]([cH:16][c:17]([O:51][CH3:52])[c:18]([O:20][CH2:21][CH2:22][CH2:23][CH2:24][O:25][c:26]4[c:27]([O:49][CH3:50])[cH:28][c:29]5[c:30]([cH:31]4)[N:32]=[CH:42][CH:38]4[N:37]([C:35]5=[O:36])[CH2:41][CH2:40][CH2:39]4)[cH:19]3)[C:12](=[O:15])[N:13]2[CH2:14]1. Reported procedure: 23.3 g (88.7 mmol) 5-Amino-1-(3-chloro-4,5,6,7-tetrahydropyrazolo[1,5-a]pyridin-2-yl)-4-pyrazolecarbonitrile, 202 ml (1,21 mmol) triethyl orthoformate and 10 drops trifluoroacetic acid was heated for 5 hours with removal of water in a water bath at a temperature of 150° C. The reaction solution was concentrated, the residue was suspended in 250 ml ethanol and treated, portionwise, with cooling with 4.2 g (106.4 mmol) sodium borohydride. The mixture was heated to reflux until no more gas evolutio... Starting materials: ICC (iodoethane), NC1=C(C=NN1C1=NN2C(CCCC2)=C1Cl)C#N (5-Amino-1-(3-chloro-4,5,6,7-tetrahydropyrazolo[1,5-a]pyridin-2-yl)-4-pyrazolecarbonitrile), C(OCC)(OCC)OCC (triethyl orthoformate), ClC=1C(=NN2C1CCCC2)N2N=CC(=C2NC)C#N (1-(3-chloro-4,5,6,7-tetrahydropyrazolo[1,5-a]pyridin-2-yl)-5-methylamino-4-pyrazolecarbonitrile), [BH4-].[Na+] (sodium borohydride), [H-].[Na+] (Sodium hydride). Solvent: O (Water), O (water), O1CCCC1 (tetrahydrofuran), O1CCCC1 (tetrahydrofuran). Reagents/catalysts: FC(C(=O)O)(F)F (trifluoroacetic acid). Reaction conditions: time 1 hour. Reaction SMILES: N[C:2]1N(C2C(Cl)=C3CCCCN3N=2)N=C[C:3]=1C#N.C(OCC)(OCC)OCC.[BH4-].[Na+].[H-].[Na+].[Cl:33][C:34]1[C:35]([N:43]2[C:47]([NH:48][CH3:49])=[C:46]([C:50]#[N:51])[CH:45]=[N:44]2)=[N:36][N:37]2[CH2:42][CH2:41][CH2:40][CH2:39][C:38]=12.ICC>FC(F)(F)C(O)=O.O1CCCC1.O>[Cl:33][C:34]1[C:35]([N:43]2[C:47]([N:48]([CH2:2][CH3:3])[CH3:49])=[C:46]([C:50]#[N:51])[CH:45]=[N:44]2)=[N:36][N:37]2[CH2:42][CH2:41][CH2:40][CH2:39][C:38]=12 |f:2.3,4.5|. Product: ClC=1C(=NN2C1CCCC2)N2N=CC(=C2N(C)CC)C#N (1-(3 -Chloro-4,5,6,7-tetrahydropyrazolo[1,5-a]pyridin-2-yl)-5-(ethylmethylamino)-4-pyrazolecarbonitrile). The reactants are FC=1C=CC(=C(C1)C(CC1(OC1)C(F)(F)F)(C)C)OC (racemic 2-{2-[5-fluoro-2-(methyloxy)phenyl]-2-methylpropyl}-2-(trifluoromethyl)oxirane), Cl.C1(=CC=CC=C1)N1N=CC=2C(=CC=CC12)N (1-phenyl-1H-indazol-4-amine hydrochloride), Cl.C1(=CC=CC=C1)N1N=CC=2C(=CC=CC12)N (1-Phenyl-1H-indazol-4-amine hydrochloride). The reagents and catalysts are CN1CCCC1=O (NMP). Yields the product FC(C(CC(C)(C)C1=C(C=CC(=C1)F)OC)(O)CNC1=C2C=NN(C2=CC=C1)C1=CC=CC=C1)(F)F (1,1,1-Trifluoro-4-[5-fluoro-2-(methyloxy)phenyl]-4-methyl-2-{[(1-phenyl-1H-indazol-4-yl)amino]methyl}-2-pentanol). RXN SMILES: [F:1][C:2]1[CH:3]=[CH:4][C:5]([O:19][CH3:20])=[C:6]([C:8]([CH3:18])([CH3:17])[CH2:9][C:10]2([C:13]([F:16])([F:15])[F:14])[CH2:12][O:11]2)[CH:7]=1.Cl.[C:22]1([N:28]2[C:36]3[CH:35]=[CH:34][CH:33]=[C:32]([NH2:37])[C:31]=3[CH:30]=[N:29]2)[CH:27]=[CH:26][CH:25]=[CH:24][CH:23]=1>CN1C(=O)CCC1>[F:14][C:13]([F:16])([F:15])[C:10]([CH2:12][NH:37][C:32]1[CH:33]=[CH:34][CH:35]=[C:36]2[C:31]=1[CH:30]=[N:29][N:28]2[C:22]1[CH:23]=[CH:24][CH:25]=[CH:26][CH:27]=1)([OH:11])[CH2:9][C:8]([C:6]1[CH:7]=[C:2]([F:1])[CH:3]=[CH:4][C:5]=1[O:19][CH3:20])([CH3:18])[CH3:17] |f:1.2|. Procedure: Prepared similarly to Example 1 from racemic 2-{2-[5-fluoro-2-(methyloxy)phenyl]-2-methylpropyl}-2-(trifluoromethyl)oxirane and 1-phenyl-1H-indazol-4-amine hydrochloride (as the free base, Intermediate 8) except that ca. 5 drops of NMP were added to the reaction mixture.